This data is from the Open Reaction Database (ORD), a public repository of structured organic reaction records. The task is: describe an organic reaction: reactants, conditions, products, and yield The reactants are ClC1=NC=NC(=C1Cl)CC (4,5-dichloro-6-ethylpyrimidine), C(=C)(C)C1CCC(CC1)N (4-isopropenylcyclohexylamine), C(=O)([O-])[O-].[K+].[K+] (K2CO3). The solvent is CN(C)C=O (DMF), O (water). Yields the product ClC=1C(=NC=NC1CC)N[C@@H]1CC[C@@H](CC1)C(=C)C (5-Chloro-6-ethyl-4-[cis-4-(isopropenyl)cyclohexylamino]pyrimidine). Reaction SMILES: Cl[C:2]1[C:7]([Cl:8])=[C:6]([CH2:9][CH3:10])[N:5]=[CH:4][N:3]=1.[C:11]([CH:14]1[CH2:19][CH2:18][CH:17]([NH2:20])[CH2:16][CH2:15]1)([CH3:13])=[CH2:12].C([O-])([O-])=O.[K+].[K+]>CN(C=O)C.O>[Cl:8][C:7]1[C:2]([NH:20][C@H:17]2[CH2:18][CH2:19][C@@H:14]([C:11]([CH3:13])=[CH2:12])[CH2:15][CH2:16]2)=[N:3][CH:4]=[N:5][C:6]=1[CH2:9][CH3:10] |f:2.3.4|. Reported procedure: 1.6 g (0.009 mol) of 4,5-dichloro-6-ethylpyrimidine and 1.2 g (0.009 mol) of 4-isopropenylcyclohexylamine were stirred with 1.8 g (0.013 mol) of K2CO3 in 10 ml of DMF at 80° C. for 6 hours. After cooling to room temperature, the mixture was placed in water and extracted with ether. The organic phase was washed with water, dried and filtered, and the filtrate was chromatographed on silica gel with petroleum ether/ethyl acetate 7:3 in order to separate the cis/trans isomers. Reactants: S1CNCC1 (thiazolidine), P(OC)(SC)(N=C=O)=O (O,S-dimethyl phosphoroisocyanatidothioate). Solvent: CCOCC (ether). Yields the product S1CN(CC1)C(=O)NP(OC)(SC)=O (O,S-Dimethyl (3-Thiazolidinylcarbonyl)phosphoramidothioate). RXN SMILES: [S:1]1[CH2:5][CH2:4][NH:3][CH2:2]1.[P:6](=[O:14])([N:11]=[C:12]=[O:13])([S:9][CH3:10])[O:7][CH3:8]>CCOCC>[S:1]1[CH2:5][CH2:4][N:3]([C:12]([NH:11][P:6](=[O:14])([S:9][CH3:10])[O:7][CH3:8])=[O:13])[CH2:2]1. Procedure: A solution of 4.45 g of thiazolidine in 100 ml of ether was cooled to about 0° C. and 8.35 g of O,S-dimethyl phosphoroisocyanatidothioate was added dropwise with stirring. The mixture was allowed to warm to ambient temperature and react for about 1 hour at which time the precipitate that formed was collected by filtration. This precipitate was then recrystallized from a small amount of 2-propanol to obtain 3.6 g (28 percent of theory) of the title compound as white crystals melting at 84°-86° C. The reactants are O=[N+]([O-])c1ccc(Cl)cc1-n1nnc2ncccc21, Cl, [Fe], Nc1ccccc1. Product: Nc1ccc(Cl)cc1-n1nnc2ncccc21. RXN SMILES: [Cl:1][c:2]1[cH:3][cH:4][c:5]([N+:17]([O-:18])=[O:19])[c:6](-[n:8]2[n:9][n:10][c:11]3[n:12][cH:13][cH:14][cH:15][c:16]23)[cH:7]1.[ClH:27].[Fe:28].[NH2:20][c:21]1[cH:22][cH:23][cH:24][cH:25][cH:26]1>>[Cl:1][c:2]1[cH:3][cH:4][c:5]([NH2:17])[c:6](-[n:8]2[n:9][n:10][c:11]3[n:12][cH:13][cH:14][cH:15][c:16]23)[cH:7]1.